Dataset: the Open Reaction Database (ORD), a public repository of structured organic reaction records. Task: describe an organic reaction: reactants, conditions, products, and yield Reactants: NC1CCN(CC1)CC12C3=CC=CC=C3C(C=3C=CC=CC13)C2 (4-amino-1-[9,10-dihydro-9,10-methanoanthracen-9-ylmethyl]piperidine), C1(=CC=CC=C1)CCC(=O)Cl (3-phenylpropionyl chloride). Product: C1=CC=CC=2C3C4=CC=CC=C4C(C12)(C3)CN3CCC(CC3)NC(CCC3=CC=CC=C3)=O (N-(1-[9,10-Dihydro-9,10-methanoanthracen-9-ylmethyl]-4-piperidyl)-3-phenylpropionamide), solid. Yield: 46.0%. RXN SMILES: [NH2:1][CH:2]1[CH2:7][CH2:6][N:5]([CH2:8][C:9]23[CH2:23][CH:16]([C:17]4[CH:18]=[CH:19][CH:20]=[CH:21][C:22]=42)[C:15]2[C:10]3=[CH:11][CH:12]=[CH:13][CH:14]=2)[CH2:4][CH2:3]1.[C:24]1([CH2:30][CH2:31][C:32](Cl)=[O:33])[CH:29]=[CH:28][CH:27]=[CH:26][CH:25]=1>>[CH:21]1[C:22]2[C:9]3([CH2:8][N:5]4[CH2:6][CH2:7][CH:2]([NH:1][C:32](=[O:33])[CH2:31][CH2:30][C:24]5[CH:29]=[CH:28][CH:27]=[CH:26][CH:25]=5)[CH2:3][CH2:4]4)[CH2:23][CH:16]([C:15]4[C:10]3=[CH:11][CH:12]=[CH:13][CH:14]=4)[C:17]=2[CH:18]=[CH:19][CH:20]=1. Procedure details: Using a procedure similar to that described in Example 27 except starting with 4-amino-1-[9,10-dihydro-9,10-methanoanthracen-9-ylmethyl]piperidine (described in Example 8b) and 3-phenylpropionyl chloride, the title compound was obtained as a white solid (46%) by crystallization from ether-ethyl acetate, mp 149.0°-50.0° C.; MS(CI): 437 (M+H); NMR (300 Hz, DMSO-d6): 1.20-1.40(m, 2H), 1.55-1.69(m, 2H), 2.17-2.40(m, 4H), 2.44(s, 2H), 2.79(t, 2H, J=8.1 Hz), 2.85-2.98(m, 2H), 3.33(m, 2H), 3.53(m, 1H),... The reactants are FC1=CC=C(C=C1)N1N=NC(=C1COC1=CC=C(N=N1)C(=O)O)C (6-[3-(4-fluoro-phenyl)-5-methyl-3H-[1,2,3]triazol-4-ylmethoxy]-pyridazine-3-carboxylic acid), CC1(COC1)N (3-methyl-3-oxetanamine). Product: CC1(COC1)NC(=O)C=1N=NC(=CC1)OCC=1N(N=NC1C)C1=CC=C(C=C1)F (6-[3-(4-Fluoro-phenyl)-5-methyl-3H-[1,2,3]triazol-4-ylmethoxy]-pyridazine-3-carboxylic acid (3-methyl-oxetan-3-yl)-amide). Isolated yield 94.0%. As a reaction SMILES: [F:1][C:2]1[CH:7]=[CH:6][C:5]([N:8]2[C:12]([CH2:13][O:14][C:15]3[N:20]=[N:19][C:18]([C:21]([OH:23])=O)=[CH:17][CH:16]=3)=[C:11]([CH3:24])[N:10]=[N:9]2)=[CH:4][CH:3]=1.[CH3:25][C:26]1([NH2:30])[CH2:29][O:28][CH2:27]1>>[CH3:25][C:26]1([NH:30][C:21]([C:18]2[N:19]=[N:20][C:15]([O:14][CH2:13][C:12]3[N:8]([C:5]4[CH:4]=[CH:3][C:2]([F:1])=[CH:7][CH:6]=4)[N:9]=[N:10][C:11]=3[CH3:24])=[CH:16][CH:17]=2)=[O:23])[CH2:29][O:28][CH2:27]1. Reported procedure: As described for example 75b, 6-[3-(4-fluoro-phenyl)-5-methyl-3H-[1,2,3]triazol-4-ylmethoxy]-pyridazine-3-carboxylic acid (85 mg, 0.26 mmol), was converted, using 3-methyl-3-oxetanamine instead of isopropylamine, to the title compound (96 mg, 94%) which was obtained as a light yellow solid. MS: m/e=399.2 [M+H]+. Starting materials: C(CCCCCCC)(=S)[O-].[Na+] (sodium thiooctanoate), ClCCC[Si](OCC)(OCC)OCC (3-chloro-1-propyltriethoxysilane). Run at temperature 90 celsius, time 5 hour. The product is C(CCCCCCC)(=O)SCCC[Si](OCC)(OCC)OCC (3-Octanoylthio-1-propyltriethoxysilane). As a reaction SMILES: [C:1]([O-:10])(=[S:9])[CH2:2][CH2:3][CH2:4][CH2:5][CH2:6][CH2:7][CH3:8].[Na+].Cl[CH2:13][CH2:14][CH2:15][Si:16]([O:23][CH2:24][CH3:25])([O:20][CH2:21][CH3:22])[O:17][CH2:18][CH3:19]>>[C:1]([S:9][CH2:13][CH2:14][CH2:15][Si:16]([O:17][CH2:18][CH3:19])([O:23][CH2:24][CH3:25])[O:20][CH2:21][CH3:22])(=[O:10])[CH2:2][CH2:3][CH2:4][CH2:5][CH2:6][CH2:7][CH3:8] |f:0.1|. Procedure details: The aqueous solution of sodium thiooctanoate was heated to 40° C. and 11 grams of 34.5% HEGCl solution were added. Also, about 296 grams of 3-chloro-1-propyltriethoxysilane were added batch-wise to the reaction mixture. The product was heated further to 90° C. and stirred for 5 hours. At this point, agitation was discontinued and the two-phase system was allowed to separate. The bottom aqueous phase was removed and the top crude product was recovered. The crude layer was purified by stripping th... Reactants: O=S1(CN(C(C1)C(=O)OC)C(=O)OC(C)(C)C)=O (O3-tert-butyl O4-methyl 1,1-dioxo-1,3-thiazolidine-3,4-dicarboxylate), O.[OH-].[Li+] (lithium hydroxide hydrate). Run in C1CCOC1 (THF), O (water). Yields the product C(C)(C)(C)OC(=O)N1CS(CC1C(=O)O)(=O)=O (3-tert-Butoxycarbonyl-1,1-dioxo-1,3-thiazolidine-4-carboxylic acid). Isolated yield 92.0%. As a reaction SMILES: [O:1]=[S:2]1(=[O:18])[CH2:6][CH:5]([C:7]([O:9]C)=[O:8])[N:4]([C:11]([O:13][C:14]([CH3:17])([CH3:16])[CH3:15])=[O:12])[CH2:3]1.O.[OH-].[Li+]>C1COCC1.O>[C:14]([O:13][C:11]([N:4]1[CH:5]([C:7]([OH:9])=[O:8])[CH2:6][S:2](=[O:1])(=[O:18])[CH2:3]1)=[O:12])([CH3:17])([CH3:15])[CH3:16] |f:1.2.3|. Procedure: A solution of O3-tert-butyl O4-methyl 1,1-dioxo-1,3-thiazolidine-3,4-dicarboxylate (Example 127 a, 0.35 g, 1.25 mmol) and lithium hydroxide hydrate (63.1 mg, 1.5 mmol) in THF (3.5 mL) and water (1.05 mL) was stirred for 20 h at ambient temperature. The reaction mixture was poured onto ice/0.1N HCl (25 mL) and extracted with EtOAc (2×25 mL). The combined extracts were washed with ice/brine (1×25 mL), dried over Na2SO4 and filtered. The solvent was removed under reduced pressure to give the title ... Reactants: OC(C[C@@]1(CCN(C(O1)=O)[C@@H](C)C1=CC=C(C=C1)B1OC(C(O1)(C)C)(C)C)C1=CC=CC=C1)(C)C ((S)-6-(2-hydroxy-2-methylpropyl)-6-phenyl-3-((S)-1-(4-(4,4,5,5-tetramethyl-1,3,2-dioxaborolan-2-yl)phenyl)ethyl)-1,3-oxazinan-2-one), BrC1=CC(=[N+](C(=C1)C)[O-])C (4-bromo-2,6-dimethylpyridine-N-oxide). Product: OC(C[C@@]1(CCN(C(O1)=O)[C@@H](C)C1=CC=C(C=C1)C1=CC(=[N+](C(=C1)C)[O-])C)C1=CC=CC=C1)(C)C (4-(4-((S)-1-((S)-6-(2-hydroxy-2-methylpropyl)-2-oxo-6-phenyl-1,3-oxazinan-3-yl)ethyl)phenyl)-2,6-dimethylpyridine 1-oxide). As a reaction SMILES: [OH:1][C:2]([CH3:35])([CH3:34])[CH2:3][C@@:4]1([C:28]2[CH:33]=[CH:32][CH:31]=[CH:30][CH:29]=2)[O:9][C:8](=[O:10])[N:7]([C@H:11]([C:13]2[CH:18]=[CH:17][C:16](B3OC(C)(C)C(C)(C)O3)=[CH:15][CH:14]=2)[CH3:12])[CH2:6][CH2:5]1.Br[C:37]1[CH:42]=[C:41]([CH3:43])[N+:40]([O-:44])=[C:39]([CH3:45])[CH:38]=1>>[OH:1][C:2]([CH3:35])([CH3:34])[CH2:3][C@@:4]1([C:28]2[CH:29]=[CH:30][CH:31]=[CH:32][CH:33]=2)[O:9][C:8](=[O:10])[N:7]([C@H:11]([C:13]2[CH:18]=[CH:17][C:16]([C:37]3[CH:42]=[C:41]([CH3:43])[N+:40]([O-:44])=[C:39]([CH3:45])[CH:38]=3)=[CH:15][CH:14]=2)[CH3:12])[CH2:6][CH2:5]1. Procedure: The title compound was prepared from (S)-6-(2-hydroxy-2-methylpropyl)-6-phenyl-3-((S)-1-(4-(4,4,5,5-tetramethyl-1,3,2-dioxaborolan-2-yl)phenyl)ethyl)-1,3-oxazinan-2-one and 4-bromo-2,6-dimethylpyridine-N-oxide following a procedure analogous to that described in Example 1 Step 2. LC-MS Method 2 tR=1.185, m/z=459.1; 1H NMR (CDCl3) 1.11 (s, 3H), 1.18 (s, 3H), 1.57 (d, 3H), 2.20 (s, 2H), 2.22-2.35 (m, 2H), 2.38-2.49 (m, 1H), 2.72 (s, 6H), 2.91 (m, 1H), 5.70 (m, 1H), 7.08 (d, 2H), 7.31 (m, 3H), 7.37... Product: CCOC(=O)c1c(-c2cccc(OCC3CC3)c2)c2cc(CC(=O)O)ccc2n1Cc1cccc(OC)c1. The reactants are CC=C(C)C, CC(C)(C)O, CCOC(C)=O, CCOC(=O)c1c(-c2cccc(OCC3CC3)c2)c2cc(CC=O)ccc2n1Cc1cccc(OC)c1, [O-][Cl+3]([O-])([O-])[O-], [Na+], O. RXN SMILES: [CH3:1][C:2](=[CH:3][CH3:4])[CH3:5].[CH3:49][C:50]([OH:51])([CH3:52])[CH3:53].[CH3:55][CH2:56][O:57][C:58](=[O:59])[CH3:60].[CH:12]1([CH2:15][O:16][c:17]2[cH:18][c:19](-[c:23]3[c:24]([C:44](=[O:45])[O:46][CH2:47][CH3:48])[n:25]([CH2:35][c:36]4[cH:37][c:38]([O:42][CH3:43])[cH:39][cH:40][cH:41]4)[c:26]4[cH:27][cH:28][c:29]([CH2:32][CH:33]=[O:34])[cH:30][c:31]34)[cH:20][cH:21][cH:22]2)[CH2:13][CH2:14]1.[Cl+3:6]([O-:7])([O-:8])([O-:9])[O-:10].[Na+:11].[OH2:54]>>[OH:7][C:33]([CH2:32][c:29]1[cH:28][cH:27][c:26]2[n:25]([CH2:35][c:36]3[cH:37][c:38]([O:42][CH3:43])[cH:39][cH:40][cH:41]3)[c:24]([C:44](=[O:45])[O:46][CH2:47][CH3:48])[c:23](-[c:19]3[cH:18][c:17]([O:16][CH2:15][CH:12]4[CH2:13][CH2:14]4)[cH:22][cH:21][cH:20]3)[c:31]2[cH:30]1)=[O:34].